From a dataset of the Open Reaction Database (ORD), a public repository of structured organic reaction records. describe an organic reaction: reactants, conditions, products, and yield Starting materials: COC(=O)c1ccccc1O, NC(CO)(CO)CO, CN(C)C=O, O. Yields the product O=C([O-])c1ccccc1O, NC(CO)(CO)CO. Reaction SMILES: [C:1]([c:2]1[c:3]([OH:4])[cH:5][cH:6][cH:7][cH:8]1)(=[O:9])[O:10][CH3:11].[NH2:12][C:13]([CH2:14][OH:15])([CH2:16][OH:17])[CH2:18][OH:19].[O:20]=[CH:21][N:22]([CH3:23])[CH3:24].[OH2:25]>>[C:1]([c:2]1[c:3]([OH:4])[cH:5][cH:6][cH:7][cH:8]1)(=[O:9])[O-:10].[NH2:12][C:13]([CH2:14][OH:15])([CH2:16][OH:17])[CH2:18][OH:19]. Yield: 37.7%. Reaction SMILES: [Cl:1][C@H:2]1[C:28](=[O:29])[N:4]2[C:5]([C:12]([O:14][CH:15]([C:22]3[CH:27]=[CH:26][CH:25]=[CH:24][CH:23]=3)[C:16]3[CH:21]=[CH:20][CH:19]=[CH:18][CH:17]=3)=[O:13])=[C:6]([CH3:11])[CH2:7][S:8](=[O:10])(=[O:9])[C@H:3]12.Cl.[CH3:31]NC.C=O.C(O)(C)(C)C>C(Cl)Cl>[Cl:1][C@H:2]1[C:28](=[O:29])[N:4]2[C:5]([C:12]([O:14][CH:15]([C:16]3[CH:21]=[CH:20][CH:19]=[CH:18][CH:17]=3)[C:22]3[CH:23]=[CH:24][CH:25]=[CH:26][CH:27]=3)=[O:13])=[C:6]([CH3:11])[C:7](=[CH2:31])[S:8](=[O:9])(=[O:10])[C@H:3]12 |f:1.2|. Reaction conditions: temperature 95 celsius. The reactants are Cl.CNC (dimethylamine hydrochloride), C=O (formaldehyde), C(C)(C)(C)O (t-butyl alcohol), Cl[C@@H]1[C@@H]2N(C(=C(CS2(=O)=O)C)C(=O)OC(C2=CC=CC=C2)C2=CC=CC=C2)C1=O (Benzhydryl 7α-chloro-3-methyl-3-cephem-4-carboxylate 1,1-dioxide). Product: Cl[C@@H]1[C@@H]2N(C(=C(C(S2(=O)=O)=C)C)C(=O)OC(C2=CC=CC=C2)C2=CC=CC=C2)C1=O (benzhydryl 7α-chloro-2-methylene-3-methyl-3-cephem-4-carboxylate 1,1-dioxide). Procedure: Benzhydryl 7α-chloro-3-methyl-3-cephem-4-carboxylate 1,1-dioxide (9.3 g, 0.0215 mol) was dissolved in methylene chloride (35 ml), dimethylamine hydrochloride (4.9 g, 0.0645 mol), formaldehyde solution (2.25 g, 0.075 mol) and t-butyl alcohol (300 ml) were added and the mixture was heated to reflux at 95° C. for 4 hours. After removing the solvent under reduced pressure the residue was redissolved in methylene chloride, washed successively with water, dried over sodium sulfate and concentrated. Th... The solvent is C(Cl)Cl (methylene chloride). The product is CC(C)CC(N)C1CC1CCO[Si](c1ccccc1)(c1ccccc1)C(C)(C)C. RXN SMILES: [CH2:1]([O:2][C:3](=[O:4])[NH:10][CH:11]([CH2:12][CH:13]([CH3:14])[CH3:15])[CH:16]1[CH:17]([CH2:19][CH2:20][O:21][Si:22]([c:23]2[cH:24][cH:25][cH:26][cH:27][cH:28]2)([c:29]2[cH:30][cH:31][cH:32][cH:33][cH:34]2)[C:35]([CH3:36])([CH3:37])[CH3:38])[CH2:18]1)[c:5]1[cH:6][cH:7][cH:8][cH:9][cH:39]1.[CH3:40][OH:41].[CH3:42][CH2:43][O:44][C:45]([CH3:46])=[O:47]>>[NH2:10][CH:11]([CH2:12][CH:13]([CH3:14])[CH3:15])[CH:16]1[CH:17]([CH2:19][CH2:20][O:21][Si:22]([c:23]2[cH:24][cH:25][cH:26][cH:27][cH:28]2)([c:29]2[cH:30][cH:31][cH:32][cH:33][cH:34]2)[C:35]([CH3:36])([CH3:37])[CH3:38])[CH2:18]1. Reactants: CC(C)CC(NC(=O)OCc1ccccc1)C1CC1CCO[Si](c1ccccc1)(c1ccccc1)C(C)(C)C, CO, CCOC(C)=O.